This data is from the Open Reaction Database (ORD), a public repository of structured organic reaction records. The task is: describe an organic reaction: reactants, conditions, products, and yield As a reaction SMILES: [C:1]([N:20]([CH2:24][CH2:25][OH:26])[CH2:21][CH2:22][OH:23])([C:14]1[CH:19]=[CH:18][CH:17]=[CH:16][CH:15]=1)([C:8]1[CH:13]=[CH:12][CH:11]=[CH:10][CH:9]=1)[C:2]1[CH:7]=[CH:6][CH:5]=[CH:4][CH:3]=1.[C:27]1([CH3:37])[CH:32]=[CH:31][C:30]([S:33](Cl)(=[O:35])=[O:34])=[CH:29][CH:28]=1>>[C:1]([N:20]([CH2:24][CH2:25][O:26][S:33]([C:30]1[CH:31]=[CH:32][C:27]([CH3:37])=[CH:28][CH:29]=1)(=[O:35])=[O:34])[CH2:21][CH2:22][O:23][S:33]([C:30]1[CH:31]=[CH:32][C:27]([CH3:37])=[CH:28][CH:29]=1)(=[O:35])=[O:34])([C:8]1[CH:13]=[CH:12][CH:11]=[CH:10][CH:9]=1)([C:14]1[CH:15]=[CH:16][CH:17]=[CH:18][CH:19]=1)[C:2]1[CH:3]=[CH:4][CH:5]=[CH:6][CH:7]=1. Procedure details: From N-trityldiethanolamine and p-toluenesulfonyl chloride. The product is C(C1=CC=CC=C1)(C1=CC=CC=C1)(C1=CC=CC=C1)N(CCOS(=O)(=O)C1=CC=C(C=C1)C)CCOS(=O)(=O)C1=CC=C(C=C1)C (N-Trityl-bis(2-p-toluenesulfonyloxyethyl)amine). The reactants are C(C1=CC=CC=C1)(C1=CC=CC=C1)(C1=CC=CC=C1)N(CCO)CCO (N-trityldiethanolamine), C1(=CC=C(C=C1)S(=O)(=O)Cl)C (p-toluenesulfonyl chloride). Starting materials: O=C([O-])[O-], CN(C)C=O, CC(C)Oc1cccc2c1nc(COc1ccc(Cl)cc1)n2CCCC1CCNCC1, O=C(O)C(F)(F)F, [K+], [K+], BrCCCc1ccccc1. Product: CC(C)Oc1cccc2c1nc(COc1ccc(Cl)cc1)n2CCCC1CCN(CCCc2ccccc2)CC1. As a reaction SMILES: [C:39](=[O:40])([O-:41])[O-:42].[CH3:55][N:56]([CH3:57])[CH:58]=[O:59].[CH:8]([CH3:9])([CH3:10])[O:11][c:12]1[cH:13][cH:14][cH:15][c:16]2[n:17]([CH2:30][CH2:31][CH2:32][CH:33]3[CH2:34][CH2:35][NH:36][CH2:37][CH2:38]3)[c:18]([CH2:21][O:22][c:23]3[cH:24][cH:25][c:26]([Cl:29])[cH:27][cH:28]3)[n:19][c:20]12.[F:1][C:2]([F:3])([F:4])[C:5]([OH:6])=[O:7].[K+:43].[K+:44].[c:45]1([CH2:51][CH2:52][CH2:53][Br:54])[cH:46][cH:47][cH:48][cH:49][cH:50]1>>[CH:8]([CH3:9])([CH3:10])[O:11][c:12]1[cH:13][cH:14][cH:15][c:16]2[n:17]([CH2:30][CH2:31][CH2:32][CH:33]3[CH2:34][CH2:35][N:36]([CH2:53][CH2:52][CH2:51][c:45]4[cH:46][cH:47][cH:48][cH:49][cH:50]4)[CH2:37][CH2:38]3)[c:18]([CH2:21][O:22][c:23]3[cH:24][cH:25][c:26]([Cl:29])[cH:27][cH:28]3)[n:19][c:20]12. Starting materials: BrC1=C(C=C(C#N)C=C1)C (4-bromo-3-methylbenzonitrile), BrN1C(CCC1=O)=O (N-bromosuccinimide), C(C1=CC=CC=C1)(=O)OOC(C1=CC=CC=C1)=O (benzoylperoxide). Run in C(Cl)(Cl)(Cl)Cl (carbon tetrachloride). Conditions: time 10 hour. Product: BrC1=C(C=C(C#N)C=C1)CBr (4-Bromo-3-(bromomethyl)benzonitrile). Isolated yield 36.4%. As a reaction SMILES: [Br:1][C:2]1[CH:9]=[CH:8][C:5]([C:6]#[N:7])=[CH:4][C:3]=1[CH3:10].[Br:11]N1C(=O)CCC1=O.C(OOC(=O)C1C=CC=CC=1)(=O)C1C=CC=CC=1>C(Cl)(Cl)(Cl)Cl>[Br:1][C:2]1[CH:9]=[CH:8][C:5]([C:6]#[N:7])=[CH:4][C:3]=1[CH2:10][Br:11]. Procedure: To a solution of of 4-bromo-3-methylbenzonitrile (1.0 g, 5.0 mmol) in carbon tetrachloride (7.5 mL) was added N-bromosuccinimide (1.0 g, 5.6 mmol) followed by of benzoylperoxide (50 mg 0.2 mmol) and the mixture was refluxed. After 10 hours, the reaction was cooled to rt, filtered, and the filtrate was washed with 10% NaHSO3 (5 mL) followed by water (5 mL). The organic layer was dried (Na2SO4), filtered, volatiles removed, and the residue was purified by flash chromatography on silica gel. Elutio... The reactants are COC1=C(C=CC(=C1)OC)CN1C(N(C(C(=C1O)C(=O)OCC)=O)CC1=CC=CC=C1)=O (Ethyl 1-{[2,4-bis(methyloxy)phenyl]methyl}-6-hydroxy-2,4-dioxo-3-(phenylmethyl)-1,2,3,4-tetrahydro-5-pyrimidinecarboxylate), COC1=C(CN=C=O)C=CC(=C1)OC (2,4-dimethoxybenzyl isocyanate), Cl (hydrochloric acid), C1(=CC=CC=C1)CNC(=O)C(C(=O)OCC)C(=O)OCC (Diethyl {[(phenylmethyl)amino]carbonyl}propanedioate), [H-].[Na+] (sodium hydride). The solvent is O1CCCC1 (tetrahydrofuran). Reaction conditions: time 10 minute. The product is COC1=C(C=CC(=C1)OC)CN1C(N(C(C(=C1O)C(=O)NCC(=O)O)=O)CC1=CC=CC=C1)=O (N-{[1-{[2,4-Bis(methyloxy)phenyl]methyl}-6-hydroxy-2,4-dioxo-3-(phenylmethyl)-1,2,3,4-tetrahydro-5-pyrimidinyl]carbonyl}glycine). The yield is 39.0%. As a reaction SMILES: [CH3:1][O:2][C:3]1[CH:8]=[C:7]([O:9][CH3:10])[CH:6]=[CH:5][C:4]=1[CH2:11][N:12]1[C:17]([OH:18])=[C:16]([C:19](OCC)=[O:20])[C:15](=[O:24])[N:14]([CH2:25][C:26]2[CH:31]=[CH:30][CH:29]=[CH:28][CH:27]=2)[C:13]1=[O:32].C1(CNC([CH:43](C(OCC)=O)[C:44]([O:46]CC)=[O:45])=O)C=CC=CC=1.[H-].[Na+].COC1C=C(OC)C=CC=1C[N:61]=C=O.Cl>O1CCCC1>[CH3:1][O:2][C:3]1[CH:8]=[C:7]([O:9][CH3:10])[CH:6]=[CH:5][C:4]=1[CH2:11][N:12]1[C:17]([OH:18])=[C:16]([C:19]([NH:61][CH2:43][C:44]([OH:46])=[O:45])=[O:20])[C:15](=[O:24])[N:14]([CH2:25][C:26]2[CH:27]=[CH:28][CH:29]=[CH:30][CH:31]=2)[C:13]1=[O:32] |f:2.3|. Procedure: Ethyl 1-{[2,4-bis(methyloxy)phenyl]methyl}-6-hydroxy-2,4-dioxo-3-(phenylmethyl)-1,2,3,4-tetrahydro-5-pyrimidinecarboxylate. Diethyl {[(phenylmethyl)amino]carbonyl}propanedioate (820 mg, 2.8 mmoles) was added to a suspension of sodium hydride (60% suspension in mineral oil, 280 mg, 7.0 mmoles) in dry tetrahydrofuran (50 mL) and stirred for 10 minutes under argon. 2,4-dimethoxybenzyl isocyanate (1.0 mL, 6.0 mmoles) was added and the mixture heated under reflux for 3 hours, cooled, acidified with 1... The reactants are CC(C)(C)OC(N)=O, CC#N, CC(C)(C)OCl, C=Cc1ccc(F)cc1, [Na+], O=P([O-])([O-])[O-], [OH-], O. Product: CC(C)(C)OC(=O)NCC(O)c1ccc(F)cc1. As a reaction SMILES: [C:1]([CH3:2])([CH3:3])([CH3:4])[O:5][C:6]([NH2:7])=[O:8].[CH3:31][C:32]#[N:33].[Cl:11][O:12][C:13]([CH3:14])([CH3:15])[CH3:16].[F:22][c:23]1[cH:24][cH:25][c:26]([CH:27]=[CH2:28])[cH:29][cH:30]1.[Na+:10].[O-:17][P:18](=[O:19])([O-:20])[O-:21].[OH-:9].[OH2:34]>>[C:1]([CH3:2])([CH3:3])([CH3:4])[O:5][C:6]([NH:7][CH2:28][CH:27]([OH:12])[c:26]1[cH:25][cH:24][c:23]([F:22])[cH:30][cH:29]1)=[O:8].